This data is from the Open Reaction Database (ORD), a public repository of structured organic reaction records. The task is: describe an organic reaction: reactants, conditions, products, and yield Reported procedure: To a solution of ethyl 1-benzyl-3-[(3-ethoxy-4-{[2-(2-furyl)-5-methyl-1,3-oxazol-4-yl]methoxy}benzyl)oxy]-1H-pyrazole-4-carboxylate (1.50 g) in tetrahydrofuran (50 mL) was added lithium aluminum hydride (0.10 g) at 0° C. and the mixture was stirred at room temperature for 1 hr. Sodium sulfate decahydrate (0.87 g) was added to the reaction mixture, and the mixture was stirred at room temperature for 30 min. The reaction mixture was diluted with ethyl acetate and the precipitate was filtered off. ... Yield: 93.7%. Yields the product C(C1=CC=CC=C1)N1N=C(C(=C1)CO)OCC1=CC(=C(C=C1)OCC=1N=C(OC1C)C=1OC=CC1)OCC ({1-benzyl-3-[(3-ethoxy-4-{[2-(2-furyl)-5-methyl-1,3-oxazol-4-yl]methoxy}benzyl)oxy]-1H-pyrazol-4-yl}methanol). As a reaction SMILES: [CH2:1]([N:8]1[CH:12]=[C:11]([C:13](OCC)=[O:14])[C:10]([O:18][CH2:19][C:20]2[CH:25]=[CH:24][C:23]([O:26][CH2:27][C:28]3[N:29]=[C:30]([C:34]4[O:35][CH:36]=[CH:37][CH:38]=4)[O:31][C:32]=3[CH3:33])=[C:22]([O:39][CH2:40][CH3:41])[CH:21]=2)=[N:9]1)[C:2]1[CH:7]=[CH:6][CH:5]=[CH:4][CH:3]=1.[H-].[Al+3].[Li+].[H-].[H-].[H-].O.O.O.O.O.O.O.O.O.O.S([O-])([O-])(=O)=O.[Na+].[Na+]>O1CCCC1.C(OCC)(=O)C>[CH2:1]([N:8]1[CH:12]=[C:11]([CH2:13][OH:14])[C:10]([O:18][CH2:19][C:20]2[CH:25]=[CH:24][C:23]([O:26][CH2:27][C:28]3[N:29]=[C:30]([C:34]4[O:35][CH:36]=[CH:37][CH:38]=4)[O:31][C:32]=3[CH3:33])=[C:22]([O:39][CH2:40][CH3:41])[CH:21]=2)=[N:9]1)[C:2]1[CH:3]=[CH:4][CH:5]=[CH:6][CH:7]=1 |f:1.2.3.4.5.6,7.8.9.10.11.12.13.14.15.16.17.18.19|. The solvent is C(C)(=O)OCC (ethyl acetate), O1CCCC1 (tetrahydrofuran). Reactants: C(C1=CC=CC=C1)N1N=C(C(=C1)C(=O)OCC)OCC1=CC(=C(C=C1)OCC=1N=C(OC1C)C=1OC=CC1)OCC (ethyl 1-benzyl-3-[(3-ethoxy-4-{[2-(2-furyl)-5-methyl-1,3-oxazol-4-yl]methoxy}benzyl)oxy]-1H-pyrazole-4-carboxylate), [H-].[Al+3].[Li+].[H-].[H-].[H-] (lithium aluminum hydride), O.O.O.O.O.O.O.O.O.O.S(=O)(=O)([O-])[O-].[Na+].[Na+] (Sodium sulfate decahydrate). Run at time 1 hour. Isolated yield 69.6%. Conditions: time 4 hour. Starting materials: ice, COC(C1=C(C(=C(C=C1)OC)C)N)=O (2-Amino-4-methoxy-3-methylbenzoic acid methyl ester), TEA, C(C1=CC=CC=C1)(=O)Cl (benzoyl chloride), C(C1=CC=CC=C1)(=O)Cl (Benzoyl chloride), aqueous solution, C(CC(O)(C(=O)O)CC(=O)O)(=O)O (citric acid). Yields the product COC(C1=C(C(=C(C=C1)OC)C)NC(C1=CC=CC=C1)=O)=O (2-Benzoylamino-4-methoxy-3-methylbenzoic acid methyl ester). Procedure details: To an ice cold solution of the above ester (81) (1.5 g, 7.68 mmol) and TEA (2 ml) in dry DCM (30 ml) was added benzoyl chloride (1.4 g, 10 mmol) and the mixture was stirred for four hours at room temperature. Benzoyl chloride (0.14 g, 1 mmol) was added and the mixture was stirred for one hour more at room temperature. A 5% aqueous solution of citric acid was added and the mixture was extracted three times with ethyl acetate. The organic phase was washed with a saturated aqueous solution of sodiu... Reaction SMILES: [CH3:1][O:2][C:3](=[O:14])[C:4]1[CH:9]=[CH:8][C:7]([O:10][CH3:11])=[C:6]([CH3:12])[C:5]=1[NH2:13].[C:15](Cl)(=[O:22])[C:16]1[CH:21]=[CH:20][CH:19]=[CH:18][CH:17]=1.C(O)(=O)CC(CC(O)=O)(C(O)=O)O>C(Cl)Cl>[CH3:1][O:2][C:3](=[O:14])[C:4]1[CH:9]=[CH:8][C:7]([O:10][CH3:11])=[C:6]([CH3:12])[C:5]=1[NH:13][C:15](=[O:22])[C:16]1[CH:21]=[CH:20][CH:19]=[CH:18][CH:17]=1. Run in C(Cl)Cl (DCM).